From a dataset of the Open Reaction Database (ORD), a public repository of structured organic reaction records. describe an organic reaction: reactants, conditions, products, and yield Starting materials: O[C@@H]1CC[C@H](CC1)NC=1N=C(C(=NC1)C(=O)N)NC1=CC(=CC=C1)S(=O)(=O)C (5-[(trans-4-hydroxycyclohexyl)amino]-3-{[3-(methylsulfonyl)phenyl]amino}pyrazine-2-carboxamide), C(Cl)(Cl)Cl (chloroform), BrN1C(CCC1=O)=O (N-bromosuccinimide). Run in C(C)#N (acetonitrile). Reaction conditions: time 2 hour. The product is BrC1=C(N=C(C(=N1)C(=O)N)NC1=CC(=CC=C1)S(=O)(=O)C)N[C@@H]1CC[C@H](CC1)O (6-bromo-5-[(trans-4-hydroxycyclohexyl)amino]-3-{[3-(methylsulfonyl)phenyl]amino}pyrazine-2-carboxamide). Yield: 72.5%. RXN SMILES: [OH:1][C@H:2]1[CH2:7][CH2:6][C@H:5]([NH:8][C:9]2[N:10]=[C:11]([NH:18][C:19]3[CH:24]=[CH:23][CH:22]=[C:21]([S:25]([CH3:28])(=[O:27])=[O:26])[CH:20]=3)[C:12]([C:15]([NH2:17])=[O:16])=[N:13][CH:14]=2)[CH2:4][CH2:3]1.C(Cl)(Cl)Cl.[Br:33]N1C(=O)CCC1=O>C(#N)C>[Br:33][C:14]1[N:13]=[C:12]([C:15]([NH2:17])=[O:16])[C:11]([NH:18][C:19]2[CH:24]=[CH:23][CH:22]=[C:21]([S:25]([CH3:28])(=[O:26])=[O:27])[CH:20]=2)=[N:10][C:9]=1[NH:8][C@H:5]1[CH2:4][CH2:3][C@H:2]([OH:1])[CH2:7][CH2:6]1. Reported procedure: To a mixture of 5-[(trans-4-hydroxycyclohexyl)amino]-3-{[3-(methylsulfonyl)phenyl]amino}pyrazine-2-carboxamide (Example 111) (150 mg), chloroform (40 mL) and acetonitrile (20 mL), N-bromosuccinimide (69 mg) was added and stirred at room temperature for 2 hours. To the reaction liquid, silica gel was added, and the solvent was distilled off, followed by purification by silica gel column chromatography (eluent; chloroform:methanol=10:0:0 to 10:1). The resulting crude product was solidified with et...